From a dataset of the Open Reaction Database (ORD), a public repository of structured organic reaction records. describe an organic reaction: reactants, conditions, products, and yield Reactants: Cl.ClCC1=NC=CC(=C1OC)SCC=1SC=CC1 (2-Chloromethyl-3-methoxy-4-(2-thienylmethylthio)pyridine hydrochloride), SC1=NC2=C(N1)C=CC=C2 (2-mercapto-1H-benzimidazole), [OH-].[Na+] (sodium hydroxide). The solvent is C(C)O (ethanol). Yields the product COC=1C(=NC=CC1SCC=1SC=CC1)CSC1=NC2=C(N1)C=CC=C2 (2-{[[3-Methoxy-4-(2-thienylmethylthio]-2-pyridinyl]methyl]thio}-1H-benzimidazole). Yield: 56.0%. As a reaction SMILES: Cl.Cl[CH2:3][C:4]1[C:9]([O:10][CH3:11])=[C:8]([S:12][CH2:13][C:14]2[S:15][CH:16]=[CH:17][CH:18]=2)[CH:7]=[CH:6][N:5]=1.[SH:19][C:20]1[NH:24][C:23]2[CH:25]=[CH:26][CH:27]=[CH:28][C:22]=2[N:21]=1.[OH-].[Na+]>C(O)C>[CH3:11][O:10][C:9]1[C:4]([CH2:3][S:19][C:20]2[NH:24][C:23]3[CH:25]=[CH:26][CH:27]=[CH:28][C:22]=3[N:21]=2)=[N:5][CH:6]=[CH:7][C:8]=1[S:12][CH2:13][C:14]1[S:15][CH:16]=[CH:17][CH:18]=1 |f:0.1,3.4|. Procedure: 2-Chloromethyl-3-methoxy-4-(2-thienylmethylthio)pyridine hydrochloride, 2-mercapto-1H-benzimidazole and sodium hydroxide are reacted in ethanol at 25° C. for 20 h. After crystallization from toluene/methanol, the title compound is isolated. Yield: 56%, m.p. 124°-127° C. 8. 2-{[[4-(2-Thienylmethylthio)-2,pyridinyl]methyl]thio}-1H-benzimidazole